From a dataset of the Open Reaction Database (ORD), a public repository of structured organic reaction records. describe an organic reaction: reactants, conditions, products, and yield RXN SMILES: Cl[C:2]1[C:11]2[C:6](=[CH:7][CH:8]=[CH:9][CH:10]=2)[C:5]2=[CH:12][N:13]=[C:14]([C:15]3[CH:19]=[CH:18][O:17][N:16]=3)[N:4]2[N:3]=1.[CH3:20][N:21]1[CH:25]=[N:24][C:23]([CH2:26][OH:27])=[N:22]1>>[CH3:20][N:21]1[CH:25]=[N:24][C:23]([CH2:26][O:27][C:2]2[C:11]3[C:6](=[CH:7][CH:8]=[CH:9][CH:10]=3)[C:5]3=[CH:12][N:13]=[C:14]([C:15]4[CH:19]=[CH:18][O:17][N:16]=4)[N:4]3[N:3]=2)=[N:22]1. The product is CN1N=C(N=C1)COC1=NN2C(C3=CC=CC=C13)=CN=C2C2=NOC=C2 (6-(2-Methyl-1,2,4-triazol-5-yl)methyloxy-3-(isoxazol-3-yl)imidazo[5,1-a]phthalazine). Reactants: ClC1=NN2C(C3=CC=CC=C13)=CN=C2C2=NOC=C2 (6-chloro-3-(isoxazol-3-yl)-imidazo[5,1-a]phthalazine), CN1N=C(N=C1)CO ((2-methyl-1,2,4-triazol-5-yl)methanol). Procedure: The title compound was prepared from 6-chloro-3-(isoxazol-3-yl)-imidazo[5,1-a]phthalazine (Part b) and (2-methyl-1,2,4-triazol-5-yl)methanol as described in Example 1, Part c. 1H NMR (360 MHz, CDCl3) δ 3.96 (s, 3H), 5.7 (s, 2H), 7.40 (s, 1H), 7.52 (t, J=8 Hz, 1H), 7.76 (t, J=8 Hz, 1H), 7.89 (s, 1H), 8.0 (d, J=8 Hz, 1H), 8.17 (d, J=8 Hz, 1H), 8.56 (s, 1H). MS (ES+) m/e 348 [MH]+. Reactants: CCC(C)CN, CCO, [H][H], CC(CN1CCCC1)N1c2ccccc2Sc2ccc(C(N)=S)cc21, S. The product is CCC(C)CNC(=S)c1ccc2c(c1)N(C(C)CN1CCCC1)c1ccccc1S2. As a reaction SMILES: [CH3:26][CH:27]([CH2:28][NH2:29])[CH2:30][CH3:31].[CH3:35][CH2:36][OH:37].[H:32][H:33].[N:1]1([CH2:6][CH:7]([CH3:8])[N:9]2[c:10]3[cH:11][cH:12][cH:13][cH:14][c:15]3[S:16][c:17]3[cH:18][cH:19][c:20]([C:23]([NH2:24])=[S:25])[cH:21][c:22]32)[CH2:2][CH2:3][CH2:4][CH2:5]1.[S:34]>>[N:1]1([CH2:6][CH:7]([CH3:8])[N:9]2[c:10]3[cH:11][cH:12][cH:13][cH:14][c:15]3[S:16][c:17]3[cH:18][cH:19][c:20]([C:23]([NH:24][CH2:28][CH:27]([CH3:26])[CH2:30][CH3:31])=[S:25])[cH:21][c:22]32)[CH2:2][CH2:3][CH2:4][CH2:5]1. The reactants are O1CCCC2=C1C=NNC2=O (3,4-Dihydro-2H-pyrano[2,3-d]pyridazin-5(6H)-one), P(=O)(Cl)(Cl)Cl (phosphorus oxychloride). Yields the product ClC1=C2C(=CN=N1)OCCC2 (5-Chloro-3,4-dihydro-2H-pyrano[2,3-d]pyridazine). The yield is 59.5%. Reaction SMILES: [O:1]1[C:6]2[CH:7]=[N:8][NH:9][C:10](=O)[C:5]=2[CH2:4][CH2:3][CH2:2]1.P(Cl)(Cl)([Cl:14])=O>>[Cl:14][C:10]1[N:9]=[N:8][CH:7]=[C:6]2[O:1][CH2:2][CH2:3][CH2:4][C:5]=12. Reported procedure: 3,4-Dihydro-2H-pyrano[2,3-d]pyridazin-5(6H)-one (400 mg, 2.63 mmol) was stirred in phosphorus oxychloride (4 mL, 6.58 g, 42.9 mmol) at 95° C. for nearly 2 hours. The reaction was then cooled to room temperature and excess phosphorus oxychloride was removed in vacuo. The residue was treated with ice (˜15 g) and very slowly with solid potassium carbonate until pH >7. A tan solid was isolated by filtration and dried under vacuum to afford the title compound (267 mg, 57% yield). MS (ESI) [m/e, (M)+]... Reactants: BrC(Br)(Br)Br, ClCCl, O=[N+]([O-])c1ccc(CO)s1, c1ccc(P(c2ccccc2)c2ccccc2)cc1. Yields the product O=[N+]([O-])c1ccc(CBr)s1. As a reaction SMILES: [C:30]([Br:31])([Br:32])([Br:33])[Br:34].[Cl:35][CH2:36][Cl:37].[OH:1][CH2:2][c:3]1[s:4][c:5]([N+:8](=[O:9])[O-:10])[cH:6][cH:7]1.[c:11]1([P:12]([c:13]2[cH:14][cH:15][cH:16][cH:17][cH:18]2)[c:19]2[cH:20][cH:21][cH:22][cH:23][cH:24]2)[cH:25][cH:26][cH:27][cH:28][cH:29]1>>[CH2:2]([c:3]1[s:4][c:5]([N+:8](=[O:9])[O-:10])[cH:6][cH:7]1)[Br:31]. Reactants: BrC1=CN=C2C=CN=C(C2=C1)O (7-bromo-1-hydroxy-5-azaisoquinoline), FC=1C=C(CBr)C=CC1 (3-fluorobenzyl bromide), C([O-])([O-])=O.[Cs+].[Cs+] (cesium carbonate). The solvent is CN(C=O)C (dimethylformamide). Product: BrC1=CN=C2C=CN(C(C2=C1)=O)CC1=CC(=CC=C1)F (7-bromo-2-(3-fluorobenzyl)-2H-5-azaisoquinolin-1-one). Reaction SMILES: [Br:1][C:2]1[CH:11]=[C:10]2[C:5]([CH:6]=[CH:7][N:8]=[C:9]2[OH:12])=[N:4][CH:3]=1.[F:13][C:14]1[CH:15]=[C:16]([CH:19]=[CH:20][CH:21]=1)[CH2:17]Br.C(=O)([O-])[O-].[Cs+].[Cs+]>CN(C)C=O>[Br:1][C:2]1[CH:11]=[C:10]2[C:5]([CH:6]=[CH:7][N:8]([CH2:17][C:16]3[CH:19]=[CH:20][CH:21]=[C:14]([F:13])[CH:15]=3)[C:9]2=[O:12])=[N:4][CH:3]=1 |f:2.3.4|. Procedure: The alkylation of 7-bromo-1-hydroxy-5-azaisoquinoline (1.00 g, 4.40 mmol) using 3-fluorobenzyl bromide (1.27 g, 6.69 mmol) and cesium carbonate (2.18 g, 6.69 mmol) in dimethylformamide is carried out as previously described in Example 1, Step (1). Purification on a silica gel column eluted with hexanes/ethyl acetate 3:1, followed by trituration with hexanes/ethyl acetate 4:1 will afford the desired product. Step (2): 2-(3-Fluorobenzyl)-7-(3-phenyl-prop-1-ynyl)-2H-5-azaisoquinolin-1-one Reactants: CC(=O)c1cccc(Br)c1, CCOCC, C[Mg+], CCOCC, Cl, [I-], O. Yields the product CC(C)(O)c1cccc(Br)c1. As a reaction SMILES: [Br:1][c:2]1[cH:3][c:4]([C:8]([CH3:9])=[O:10])[cH:5][cH:6][cH:7]1.[CH2:11]([O:12][CH2:13][CH3:14])[CH3:15].[CH3:17][Mg+:18].[CH3:19][CH2:20][O:21][CH2:22][CH3:23].[ClH:24].[I-:16].[OH2:25]>>[Br:1][c:2]1[cH:3][c:4]([C:8]([CH3:9])([OH:10])[CH3:11])[cH:5][cH:6][cH:7]1. Starting materials: BrC=1C=C(C(=O)NC2=CC=C(C=C2)OC(F)(F)Cl)C=CC1F (3-bromo-N-(4-(chlorodifluoromethoxy)phenyl)-4-fluorobenzamide), FC=1C=NNC1[Sn](CCCC)(CCCC)CCCC (4-fluoro-5-(tributylstannyl)-1H-pyrazole), C(=O)([O-])[O-].[Na+].[Na+] (Na2CO3). The reagents and catalysts are C=1C=CC(=CC1)[P](C=2C=CC=CC2)(C=3C=CC=CC3)[Pd]([P](C=4C=CC=CC4)(C=5C=CC=CC5)C=6C=CC=CC6)([P](C=7C=CC=CC7)(C=8C=CC=CC8)C=9C=CC=CC9)[P](C=1C=CC=CC1)(C=1C=CC=CC1)C=1C=CC=CC1 (Pd(PPh3)4). The solvent is CCOC(=O)C (EtOAc), CS(=O)C (DMSO). Reaction conditions: temperature 100 celsius, time 20 hour. Product: ClC(OC1=CC=C(C=C1)NC(C1=CC(=C(C=C1)F)C1=C(C=NN1)F)=O)(F)F (N-(4-(Chlorodifluoromethoxy)phenyl)-4-fluoro-3-(4-fluoro-1H-pyrazol-5-yl)benzamide). RXN SMILES: Br[C:2]1[CH:3]=[C:4]([CH:19]=[CH:20][C:21]=1[F:22])[C:5]([NH:7][C:8]1[CH:13]=[CH:12][C:11]([O:14][C:15]([Cl:18])([F:17])[F:16])=[CH:10][CH:9]=1)=[O:6].[F:23][C:24]1[CH:25]=[N:26][NH:27][C:28]=1[Sn](CCCC)(CCCC)CCCC.C([O-])([O-])=O.[Na+].[Na+]>CS(C)=O.CCOC(C)=O.C1C=CC([P]([Pd]([P](C2C=CC=CC=2)(C2C=CC=CC=2)C2C=CC=CC=2)([P](C2C=CC=CC=2)(C2C=CC=CC=2)C2C=CC=CC=2)[P](C2C=CC=CC=2)(C2C=CC=CC=2)C2C=CC=CC=2)(C2C=CC=CC=2)C2C=CC=CC=2)=CC=1>[Cl:18][C:15]([F:17])([F:16])[O:14][C:11]1[CH:12]=[CH:13][C:8]([NH:7][C:5](=[O:6])[C:4]2[CH:19]=[CH:20][C:21]([F:22])=[C:2]([C:28]3[NH:27][N:26]=[CH:25][C:24]=3[F:23])[CH:3]=2)=[CH:9][CH:10]=1 |f:2.3.4,^1:61,63,82,101|. Procedure details: A mixture of 3-bromo-N-(4-(chlorodifluoromethoxy)phenyl)-4-fluorobenzamide (Stage 20.2, 200 mg, 0.497 mmol), 4-fluoro-5-(tributylstannyl)-1H-pyrazole (211 mg, 0.472 mmol) and Pd(PPh3)4 (28.7 mg, 0.025 mmol) in DMSO (1.5 mL) in a sealed vial was stirred at 100° C. for 20 h under an argon atmosphere. The RM was diluted with EtOAc (30 mL), treated with sat. aq. Na2CO3 (20 mL) and extracted with EtOAc. The combined extracts were washed with water (20 mL) and brine (20 mL), dried over Na2SO4 and the ... Reactants: COc1ccc2sccc2c1, Cl, c1ccncc1. The product is Oc1ccc2sccc2c1. As a reaction SMILES: [CH3:1][O:2][c:3]1[cH:4][cH:5][c:6]2[c:7]([cH:8][cH:9][s:10]2)[cH:11]1.[ClH:12].[n:13]1[cH:14][cH:15][cH:16][cH:17][cH:18]1>>[OH:2][c:3]1[cH:4][cH:5][c:6]2[c:7]([cH:8][cH:9][s:10]2)[cH:11]1. The reactants are CC(C)CCN, COC(OC)OC, CO, NC(=O)c1ccc(Oc2ccc3c(c2)CC(C=O)C3)nc1. The product is CC(C)CCNCC1Cc2ccc(Oc3ccc(C(N)=O)cn3)cc2C1. Reaction SMILES: [CH2:29]([CH2:30][CH:31]([CH3:32])[CH3:33])[NH2:34].[CH3:22][O:23][CH:24]([O:25][CH3:26])[O:27][CH3:28].[CH3:35][OH:36].[CH:1](=[O:2])[CH:3]1[CH2:4][c:5]2[cH:6][cH:7][c:8]([O:12][c:13]3[n:14][cH:15][c:16]([C:17](=[O:18])[NH2:19])[cH:20][cH:21]3)[cH:9][c:10]2[CH2:11]1>>[CH2:1]([CH:3]1[CH2:4][c:5]2[cH:6][cH:7][c:8]([O:12][c:13]3[n:14][cH:15][c:16]([C:17](=[O:18])[NH2:19])[cH:20][cH:21]3)[cH:9][c:10]2[CH2:11]1)[NH:34][CH2:29][CH2:30][CH:31]([CH3:32])[CH3:33]. Reactants: CC(C)=O, O=[Mn]=O, Cn1cnc2cc(CO)ccc21. The product is Cn1cnc2cc(C=O)ccc21. Reaction SMILES: [CH3:13][C:14](=[O:15])[CH3:16].[O:17]=[Mn:18]=[O:19].[OH:1][CH2:2][c:3]1[cH:4][c:5]2[c:6]([n:7]([CH3:10])[cH:8][n:9]2)[cH:11][cH:12]1>>[O:1]=[CH:2][c:3]1[cH:4][c:5]2[c:6]([n:7]([CH3:10])[cH:8][n:9]2)[cH:11][cH:12]1.